Dataset: the Open Reaction Database (ORD), a public repository of structured organic reaction records. Task: describe an organic reaction: reactants, conditions, products, and yield The reactants are C, CCOC(=O)C=Cc1cnn(C)c1NC(c1ccccc1)(c1ccccc1)c1ccccc1, CCO, [Pd]. The product is CCOC(=O)CCc1cnn(C)c1NC(c1ccccc1)(c1ccccc1)c1ccccc1. RXN SMILES: [C:37].[CH3:1][n:2]1[n:3][cH:4][c:5]([CH:27]=[CH:28][C:29](=[O:30])[O:31][CH2:32][CH3:33])[c:6]1[NH:7][C:8]([c:9]1[cH:10][cH:11][cH:12][cH:13][cH:14]1)([c:15]1[cH:16][cH:17][cH:18][cH:19][cH:20]1)[c:21]1[cH:22][cH:23][cH:24][cH:25][cH:26]1.[CH3:34][CH2:35][OH:36].[Pd:38]>>[CH3:1][n:2]1[n:3][cH:4][c:5]([CH2:27][CH2:28][C:29](=[O:30])[O:31][CH2:32][CH3:33])[c:6]1[NH:7][C:8]([c:9]1[cH:10][cH:11][cH:12][cH:13][cH:14]1)([c:15]1[cH:16][cH:17][cH:18][cH:19][cH:20]1)[c:21]1[cH:22][cH:23][cH:24][cH:25][cH:26]1. Starting materials: C(C1=CC=CC=C1)N (Benzylamine), [C@@H]12[C@@H](C1)C(=O)OC2=O (cis-1,2-cyclopropanedicarboxylic acid anhydride). Reaction conditions: temperature 180 celsius. The product is C(C1=CC=CC=C1)N1C(C2CC2C1=O)=O (3-(Benzyl)-3-azabicyclo(3.1.0)hexan-2,4-dione). RXN SMILES: [CH2:1]([NH2:8])[C:2]1[CH:7]=[CH:6][CH:5]=[CH:4][CH:3]=1.[C@@H:9]12[C:15](=O)[O:14][C:12](=[O:13])[C@@H:10]1[CH2:11]2>>[CH2:1]([N:8]1[C:12](=[O:13])[CH:10]2[CH:9]([CH2:11]2)[C:15]1=[O:14])[C:2]1[CH:7]=[CH:6][CH:5]=[CH:4][CH:3]=1. Reported procedure: Benzylamine (8.8 mmol, 9.97 ml) was added dropwise to ice cooled cis-1,2-cyclopropanedicarboxylic acid anhydride (8.8 mmol, 0.99 g). After that the mixture was heated to 180° C. for 2 h on an oil bath. After cooling to r.t. the resulting solid oil was recrystallised from isopropanol.